From a dataset of the Open Reaction Database (ORD), a public repository of structured organic reaction records. describe an organic reaction: reactants, conditions, products, and yield As a reaction SMILES: [C:43](=[O:44])([O-:45])[O-:46].[NH2:1][c:2]1[c:3]2[c:4]([n:5][cH:6][n:7]1)[n:8]([CH:12]1[CH2:13][CH:14]([CH2:16][OH:17])[CH2:15]1)[cH:9][c:10]2[I:11].[Na+:47].[Na+:48].[O:49]=[CH:50][N:51]([CH3:52])[CH3:53].[c:18]1(-[c:24]2[n:25][c:26]3[cH:27][c:28]([B:34]4[O:35][C:36]([CH3:37])([CH3:38])[C:39]([CH3:40])([CH3:41])[O:42]4)[cH:29][cH:30][c:31]3[cH:32][cH:33]2)[cH:19][cH:20][cH:21][cH:22][cH:23]1.[cH:54]1[cH:55][cH:56][c:57]([P:58]([Pd:59]([P:60]([c:61]2[cH:62][cH:63][cH:64][cH:65][cH:66]2)([c:67]2[cH:68][cH:69][cH:70][cH:71][cH:72]2)[c:73]2[cH:74][cH:75][cH:76][cH:77][cH:78]2)([P:79]([c:80]2[cH:81][cH:82][cH:83][cH:84][cH:85]2)([c:86]2[cH:87][cH:88][cH:89][cH:90][cH:91]2)[c:92]2[cH:93][cH:94][cH:95][cH:96][cH:97]2)[P:98]([c:99]2[cH:100][cH:101][cH:102][cH:103][cH:104]2)([c:105]2[cH:106][cH:107][cH:108][cH:109][cH:110]2)[c:111]2[cH:112][cH:113][cH:114][cH:115][cH:116]2)([c:117]2[cH:118][cH:119][cH:120][cH:121][cH:122]2)[c:123]2[cH:124][cH:125][cH:126][cH:127][cH:128]2)[cH:129][cH:130]1>>[NH2:1][c:2]1[c:3]2[c:4]([n:5][cH:6][n:7]1)[n:8]([CH:12]1[CH2:13][CH:14]([CH2:16][OH:17])[CH2:15]1)[cH:9][c:10]2-[c:28]1[cH:27][c:26]2[n:25][c:24](-[c:18]3[cH:19][cH:20][cH:21][cH:22][cH:23]3)[cH:33][cH:32][c:31]2[cH:30][cH:29]1. Product: Nc1ncnc2c1c(-c1ccc3ccc(-c4ccccc4)nc3c1)cn2C1CC(CO)C1. Reactants: O=C([O-])[O-], Nc1ncnc2c1c(I)cn2C1CC(CO)C1, [Na+], [Na+], CN(C)C=O, CC1(C)OB(c2ccc3ccc(-c4ccccc4)nc3c2)OC1(C)C, c1ccc(P(c2ccccc2)(c2ccccc2)[Pd](P(c2ccccc2)(c2ccccc2)c2ccccc2)(P(c2ccccc2)(c2ccccc2)c2ccccc2)P(c2ccccc2)(c2ccccc2)c2ccccc2)cc1. The reactants are COC(=O)N[C@@H](C(C1=CC=CC=C1)C1=CC=CC=C1)C(=O)NCCC(C[C@H](N)C(=O)OCC)(F)F (ethyl N6-[N-(methoxycarbonyl)-β-phenyl-L-phenylalanyl]-4,4-difluoro-L-lysinate), [N+](=O)([O-])C1=CC=C(C=C1)S(=O)(=O)Cl (4-nitrobenzenesulfonyl chloride). Reagents/catalysts: CN(C)C=1C=CN=CC1 (DMAP). Run in N1=CC=CC=C1 (pyridine). Reaction conditions: temperature 85 celsius, time 8 hour. Product: COC(=O)N[C@@H](C(C1=CC=CC=C1)C1=CC=CC=C1)C(=O)NCCC(C[C@H](NS(=O)(=O)C1=CC=C(C=C1)[N+](=O)[O-])C(=O)OCC)(F)F (ethyl N6-[N-(methoxycarbonyl)-β-phenyl-L-phenylalanyl]-4,4-difluoro-N2-[(4-nitrophenyl)sulfonyl]-L-lysinate). Isolated yield 51.9%. Reaction SMILES: [CH3:1][O:2][C:3]([NH:5][C@H:6]([C:20]([NH:22][CH2:23][CH2:24][C:25]([F:35])([F:34])[CH2:26][C@@H:27]([C:29]([O:31][CH2:32][CH3:33])=[O:30])[NH2:28])=[O:21])[CH:7]([C:14]1[CH:19]=[CH:18][CH:17]=[CH:16][CH:15]=1)[C:8]1[CH:13]=[CH:12][CH:11]=[CH:10][CH:9]=1)=[O:4].[N+:36]([C:39]1[CH:44]=[CH:43][C:42]([S:45](Cl)(=[O:47])=[O:46])=[CH:41][CH:40]=1)([O-:38])=[O:37]>N1C=CC=CC=1.CN(C1C=CN=CC=1)C>[CH3:1][O:2][C:3]([NH:5][C@H:6]([C:20]([NH:22][CH2:23][CH2:24][C:25]([F:34])([F:35])[CH2:26][C@@H:27]([C:29]([O:31][CH2:32][CH3:33])=[O:30])[NH:28][S:45]([C:42]1[CH:41]=[CH:40][C:39]([N+:36]([O-:38])=[O:37])=[CH:44][CH:43]=1)(=[O:46])=[O:47])=[O:21])[CH:7]([C:14]1[CH:19]=[CH:18][CH:17]=[CH:16][CH:15]=1)[C:8]1[CH:9]=[CH:10][CH:11]=[CH:12][CH:13]=1)=[O:4]. Procedure: To a solution of the material from Step 8 (210 mg, 0.427 mmol) in pyridine (2 mL) at room temperature were added 4-nitrobenzenesulfonyl chloride (142 mg, 0.641 mmol) and DMAP (10.44 mg, 0.085 mmol). The reaction mixture was stirred at 85° C. overnight, concentrated in vacuo, and the residue was purified by column chromatography on silica gel using ethyl acetate-hexanes (0:100 to 90:10) followed by 10% MeOH/DCM to afford 150 mg of the title compound as a yellow foam. LCMS (M+1)=677. Reported procedure: The mixture of allyl 1-(1-(4-(((S)-1-methoxy-1-oxopropan-2-yl)oxy)phenyl)ethyl)-2,3-dimethyl-1H-indole-5-carboxylate (0.55 g, 1.26 mmol) and morpholine (1.0 mL, 12.6 mmol) in THF (5 mL) was degassed and then Pd(PPh3)4 (0.15 g, 0.13 mmol) was added. The mixture was stirred at room temperature for 1 h. The solvent was removed and the residue was dissolved in Methanol and acidified to pH 4. The solvent was removed and the residue was purified by silica gel chromatography to obtain the title compoun... The solvent is C1CCOC1 (THF). Reagents/catalysts: C=1C=CC(=CC1)[P](C=2C=CC=CC2)(C=3C=CC=CC3)[Pd]([P](C=4C=CC=CC4)(C=5C=CC=CC5)C=6C=CC=CC6)([P](C=7C=CC=CC7)(C=8C=CC=CC8)C=9C=CC=CC9)[P](C=1C=CC=CC1)(C=1C=CC=CC1)C=1C=CC=CC1 (Pd(PPh3)4). The reactants are COC([C@H](C)OC1=CC=C(C=C1)C(C)N1C(=C(C2=CC(=CC=C12)C(=O)OCC=C)C)C)=O (allyl 1-(1-(4-(((S)-1-methoxy-1-oxopropan-2-yl)oxy)phenyl)ethyl)-2,3-dimethyl-1H-indole-5-carboxylate), N1CCOCC1 (morpholine). Reaction conditions: time 1 hour. Reaction SMILES: [CH3:1][O:2][C:3](=[O:32])[C@@H:4]([O:6][C:7]1[CH:12]=[CH:11][C:10]([CH:13]([N:15]2[C:23]3[C:18](=[CH:19][C:20]([C:24]([O:26]CC=C)=[O:25])=[CH:21][CH:22]=3)[C:17]([CH3:30])=[C:16]2[CH3:31])[CH3:14])=[CH:9][CH:8]=1)[CH3:5].N1CCOCC1>C1COCC1.C1C=CC([P]([Pd]([P](C2C=CC=CC=2)(C2C=CC=CC=2)C2C=CC=CC=2)([P](C2C=CC=CC=2)(C2C=CC=CC=2)C2C=CC=CC=2)[P](C2C=CC=CC=2)(C2C=CC=CC=2)C2C=CC=CC=2)(C2C=CC=CC=2)C2C=CC=CC=2)=CC=1>[CH3:1][O:2][C:3](=[O:32])[C@@H:4]([O:6][C:7]1[CH:8]=[CH:9][C:10]([CH:13]([N:15]2[C:23]3[C:18](=[CH:19][C:20]([C:24]([OH:26])=[O:25])=[CH:21][CH:22]=3)[C:17]([CH3:30])=[C:16]2[CH3:31])[CH3:14])=[CH:11][CH:12]=1)[CH3:5] |^1:47,49,68,87|. Product: COC([C@H](C)OC1=CC=C(C=C1)C(C)N1C(=C(C2=CC(=CC=C12)C(=O)O)C)C)=O (1-(1-(4-(((S)-1-Methoxy-1-oxopropan-2-yl)oxy)phenyl)ethyl)-2,3-dimethyl-1H-indole-5-carboxylic acid). Starting materials: CS(=O)(=O)Cl (Methanesulfonyl chloride), N1=CC=CC=C1 (pyridine), CS(=O)(=O)Cl (methanesulfonyl chloride), C1(=CC=CC=C1)NCC1CCN(CC1)C(=O)OC(C)(C)C (N-phenyl-1-t-butoxycarbonylpiperidine-4-methylamine), N1=CC=CC=C1 (pyridine). Reagents/catalysts: CN(C1=CC=NC=C1)C (4-dimethylaminopyridine). The solvent is ClCCl (dichloromethane). Conditions: time 16 hour. Yields the product C(C)(C)(C)OC(=O)N1CCC(CC1)CN(S(=O)(=O)C)C1=CC=CC=C1 (N-[(1-t-Butoxycarbonylpiperidin-4-yl)methyl]-N-phenylmethanesulfonamide). Yield: 89.3%. Reaction SMILES: [CH3:1][S:2](Cl)(=[O:4])=[O:3].[C:6]1([NH:12][CH2:13][CH:14]2[CH2:19][CH2:18][N:17]([C:20]([O:22][C:23]([CH3:26])([CH3:25])[CH3:24])=[O:21])[CH2:16][CH2:15]2)[CH:11]=[CH:10][CH:9]=[CH:8][CH:7]=1.N1C=CC=CC=1>ClCCl.CN(C)C1C=CN=CC=1>[C:23]([O:22][C:20]([N:17]1[CH2:16][CH2:15][CH:14]([CH2:13][N:12]([C:6]2[CH:7]=[CH:8][CH:9]=[CH:10][CH:11]=2)[S:2]([CH3:1])(=[O:4])=[O:3])[CH2:19][CH2:18]1)=[O:21])([CH3:26])([CH3:24])[CH3:25]. Reported procedure: Methanesulfonyl chloride (0.77 mL, 1.13 g, 9.9 mmol) was added dropwise to a stirred, cooled (0° C.) solution of N-phenyl-1-t-butoxycarbonylpiperidine-4-methylamine (2.61 g, 9 mmol) and pyridine (1.09 mL, 1.07 g, 13.5 mmol) in dichloromethane (50 mL) and the mixture was stirred at room temperature for 16 h. The mixture was cooled in ice and 4-dimethylaminopyridine (220 mg, 1.8 mmol), pyridine (1.09 mL, 1.07 g, 13.5 mmol) and methanesulfonyl chloride (0.77 mL, 1.13 g, 9.9 mmol) were added. The mi... Starting materials: O1C(CCC1)CCC1=CC=NC=C1 (4-(2-[tetrahydrofuran-2-yl]ethyl)pyridine), C(C1=CC=CC=C1)Br (benzyl bromide), [BH4-].[Na+] (sodium borohydride). The solvent is C(C)O (ethanol), CN(C=O)C (dimethylformamide). Reaction conditions: time 1 hour. The product is C(C1=CC=CC=C1)N1CCC(=CC1)CCC1OCCC1 (1-Benzyl-4-(2-[tetrahydrofuran-2-yl]ethyl)-1,2,3,6-tetrahydropyridine). Isolated yield 81.8%. Reaction SMILES: [O:1]1[CH2:5][CH2:4][CH2:3][CH:2]1[CH2:6][CH2:7][C:8]1[CH:13]=[CH:12][N:11]=[CH:10][CH:9]=1.[CH2:14](Br)[C:15]1[CH:20]=[CH:19][CH:18]=[CH:17][CH:16]=1.[BH4-].[Na+]>CN(C)C=O.C(O)C>[CH2:14]([N:11]1[CH2:10][CH:9]=[C:8]([CH2:7][CH2:6][CH:2]2[CH2:3][CH2:4][CH2:5][O:1]2)[CH2:13][CH2:12]1)[C:15]1[CH:20]=[CH:19][CH:18]=[CH:17][CH:16]=1 |f:2.3|. Reported procedure: A solution of 4-(2-[tetrahydrofuran-2-yl]ethyl)pyridine (3.0 g, 16.9 mmol) in anhydrous dimethylformamide (5 ml) was treated with benzyl bromide (2.2 ml, 18.6 mmol) and the mixture was stirred at room temperature for one hour. The reaction was diluted with absolute ethanol (100 ml), treated with sodium borohydride (0.8 g, 21.2 mmol) and stirred at reflux for one hour. The solvent was evaporated in vacuo and the residue partitioned between diethyl ether and water. The organic layer was separated,... The reactants are O=C([O-])[O-], BrCc1ccccc1, CC(C)(C)OC(=O)N1CC2CCNCC2C1, [K+], [K+], C1COCCOCCOCCOCCOCCO1, C1CCOC1. The product is CC(C)(C)OC(=O)N1CC2CCN(Cc3ccccc3)CC2C1. As a reaction SMILES: [C:25](=[O:26])([O-:27])[O-:28].[CH2:1]([c:2]1[cH:3][cH:4][cH:5][cH:6][cH:7]1)[Br:8].[CH2:9]1[N:10]([C:18](=[O:19])[O:20][C:21]([CH3:22])([CH3:23])[CH3:24])[CH2:11][CH:12]2[CH2:13][NH:14][CH2:15][CH2:16][CH:17]12.[K+:29].[K+:30].[O:31]1[CH2:32][CH2:33][O:34][CH2:35][CH2:36][O:37][CH2:38][CH2:39][O:40][CH2:41][CH2:42][O:43][CH2:44][CH2:45][O:46][CH2:47][CH2:48]1.[O:49]1[CH2:50][CH2:51][CH2:52][CH2:53]1>>[CH2:1]([c:2]1[cH:3][cH:4][cH:5][cH:6][cH:7]1)[N:14]1[CH2:13][CH:12]2[CH2:11][N:10]([C:18](=[O:19])[O:20][C:21]([CH3:22])([CH3:23])[CH3:24])[CH2:9][CH:17]2[CH2:16][CH2:15]1. The reactants are CCN(C(C)C)C(C)C (DIEA), FC1=C(C(=C(C(=C1F)F)F)F)C=1N(C(C=C(C1C(=O)[O-])NC1=C(C=C(C=C1)I)F)=O)C (2,3,4,5,6-Pentafluorophenyl-4-(2-fluoro-4-iodoanilino)-1-methyl-6-oxo-1,6-dihydro-3-pyridinecarboxylate), NCCO (2-aminoethanol). Solvent: C1CCOC1 (THF). Conditions: time 2 hour. Product: FC1=C(NC=2C(=CN(C(C2)=O)C)C(=O)NCCO)C=CC(=C1)I (4-(2-fluoro-4-iodoanilino)-N-(2-hydroxyethyl)-1-methyl-6-oxo-1,6-dihydro-3-pyridinecarboxamide). The yield is 84.6%. RXN SMILES: FC1C(F)=C(F)C(F)=C(F)C=1[C:12]1[N:13]([CH3:31])[C:14](=[O:30])[CH:15]=[C:16]([NH:21][C:22]2[CH:27]=[CH:26][C:25]([I:28])=[CH:24][C:23]=2[F:29])[C:17]=1[C:18]([O-:20])=O.CCN(C(C)C)C(C)C.[NH2:41][CH2:42][CH2:43][OH:44]>C1COCC1>[F:29][C:23]1[CH:24]=[C:25]([I:28])[CH:26]=[CH:27][C:22]=1[NH:21][C:16]1[C:17]([C:18]([NH:41][CH2:42][CH2:43][OH:44])=[O:20])=[CH:12][N:13]([CH3:31])[C:14](=[O:30])[CH:15]=1. Reported procedure: 2,3,4,5,6-Pentafluorophenyl-4-(2-fluoro-4-iodoanilino)-1-methyl-6-oxo-1,6-dihydro-3-pyridinecarboxylate (600 mg, 1.08 mmol) was dissolved in THF (15 mL) to which was added DIEA (697 mg, 5.40 mmol), followed by 2-aminoethanol (132 mg, 2.17 mmol). This mixture was stirred at R.T. for 2 h., then the reaction solvent removed under reduced pressure and the resulting white solid suspended in Et2O. The solid was collected by filtration, then recrystallised from EtOAc/MeOH to give 4-(2-fluoro-4-iodoanil... Reactants: CO (methanol), NC1=C2C(N(C(C2=CC=C1)=O)C1C(NC(CC1)=O)=O)=O (4-amino-2-(2,6-dioxo(3-piperidyl))isoindoline-1,3-dione), FC1=CC=C(C(=O)Cl)C=C1 (4-fluorobenzoyl chloride), CO (methanol). Run in C1CCOC1 (THF). The product is O=C1NC(CCC1N1C(C2=CC=CC(=C2C1=O)NC(C1=CC=C(C=C1)F)=O)=O)=O (N-[2-(2,6-dioxo-piperidin-3-yl)-1,3-dioxo-2,3-dihydro-1H-isoindol-4-yl]-4-fluoro-benzamide). The yield is 75.9%. RXN SMILES: [NH2:1][C:2]1[CH:10]=[CH:9][CH:8]=[C:7]2[C:3]=1[C:4](=[O:20])[N:5]([CH:12]1[CH2:17][CH2:16][C:15](=[O:18])[NH:14][C:13]1=[O:19])[C:6]2=[O:11].[F:21][C:22]1[CH:30]=[CH:29][C:25]([C:26](Cl)=[O:27])=[CH:24][CH:23]=1.CO>C1COCC1>[O:19]=[C:13]1[CH:12]([N:5]2[C:4](=[O:20])[C:3]3[C:7](=[CH:8][CH:9]=[CH:10][C:2]=3[NH:1][C:26](=[O:27])[C:25]3[CH:29]=[CH:30][C:22]([F:21])=[CH:23][CH:24]=3)[C:6]2=[O:11])[CH2:17][CH2:16][C:15](=[O:18])[NH:14]1. Reported procedure: A mixture of 4-amino-2-(2,6-dioxo(3-piperidyl))isoindoline-1,3-dione (1.1 g, 4.0 mmol) and 4-fluorobenzoyl chloride (0.95 mL, 8.0 mmol) in THF (40 mL) was heated to reflux for 15 h. To the mixture was added methanol (5 mL) to give a suspension. The suspension was filtered and washed with ether (2×10 mL) then methanol (5 mL) to give N-[2-(2,6-dioxo-piperidin-3-yl)-1,3-dioxo-2,3-dihydro-1H-isoindol-4-yl]-4-fluoro-benzamide as a yellow solid (1.2 g, 77% yield): mp, 283–285° C.; 1H NMR (DMSO-d6) δ 2...